From a dataset of the Open Reaction Database (ORD), a public repository of structured organic reaction records. describe an organic reaction: reactants, conditions, products, and yield Reactants: FC1=C(C=CC=C1F)C(C)N (1-(2,3-difluorophenyl)ethylamine), C(C)(C)N(CC)C(C)C (IPEA), C=1C=CC2=C(C1)N=NN2O (HOBT), FC(C(=O)O)(F)F.ClCCCC(C(=O)O)=CC1=CC(=C(C=C1)N1C=NC(=C1)C)OC (5-chloro-2-(3-methoxy-4-(4-methyl-1H-imidazol-1-yl)benzylidene)valeric acid trifluoroacetate). Solvent: C(C)(=O)OCC (ethyl acetate), O (Water), CN(C)C=O (DMF), C(CCl)Cl (EDC). Conditions: time 1 hour. Yields the product FC=1C=C(C=C(C1)F)C(C)NC(C(CCCCl)=CC1=CC(=C(C=C1)N1C=NC(=C1)C)OC)=O (5-chloro-2-(3-methoxy-4-(4-methyl-1H-imidazol-1-yl)benzylidene)valeric acid (1-(3,5-difluorophenyl)ethyl)amide). As a reaction SMILES: F[C:2]1[C:7]([F:8])=[CH:6][CH:5]=[CH:4][C:3]=1[CH:9]([NH2:11])[CH3:10].C(N(C(C)C)CC)(C)C.C1C=CC2N(O)N=NC=2C=1.[F:31]C(F)(F)C(O)=O.[Cl:38][CH2:39][CH2:40][CH2:41][C:42](=[CH:46][C:47]1[CH:52]=[CH:51][C:50]([N:53]2[CH:57]=[C:56]([CH3:58])[N:55]=[CH:54]2)=[C:49]([O:59][CH3:60])[CH:48]=1)[C:43](O)=[O:44]>CN(C=O)C.C(OCC)(=O)C.O.C(Cl)CCl>[F:8][C:7]1[CH:2]=[C:3]([CH:9]([NH:11][C:43](=[O:44])[C:42](=[CH:46][C:47]2[CH:52]=[CH:51][C:50]([N:53]3[CH:57]=[C:56]([CH3:58])[N:55]=[CH:54]3)=[C:49]([O:59][CH3:60])[CH:48]=2)[CH2:41][CH2:40][CH2:39][Cl:38])[CH3:10])[CH:4]=[C:5]([F:31])[CH:6]=1 |f:3.4|. Procedure: 1-(2,3-difluorophenyl)ethylamine (purity: 83 wt %, 253 mg), IPEA (1 mL), EDC (320 mg) and HOBT (226 mg) were added to a solution of 5-chloro-2-(3-methoxy-4-(4-methyl-1H-imidazol-1-yl)benzylidene)valeric acid trifluoroacetate (250 mg) in DMF (5 mL), and the reaction solution was stirred at room temperature for 1 hour. Water and ethyl acetate were added to the reaction solution and the organic layer was partitioned. The resulting organic layer was dried over anhydrous magnesium sulfate, and the so...